From a dataset of the Open Reaction Database (ORD), a public repository of structured organic reaction records. describe an organic reaction: reactants, conditions, products, and yield The reactants are [Al+3], CC1C(=O)c2ccccc2C1NCCc1ccccc1, [H-], [H-], [H-], [H-], [Li+], C1CCOC1. Yields the product CC1C(O)c2ccccc2C1NCCc1ccccc1. Reaction SMILES: [Al+3:2].[CH2:7]([c:8]1[cH:9][cH:10][cH:11][cH:12][cH:13]1)[CH2:14][NH:15][CH:16]1[CH:17]([CH3:26])[C:18](=[O:25])[c:19]2[cH:20][cH:21][cH:22][cH:23][c:24]21.[H-:1].[H-:4].[H-:5].[H-:6].[Li+:3].[O:27]1[CH2:28][CH2:29][CH2:30][CH2:31]1>>[CH2:7]([c:8]1[cH:9][cH:10][cH:11][cH:12][cH:13]1)[CH2:14][NH:15][CH:16]1[CH:17]([CH3:26])[CH:18]([OH:25])[c:19]2[cH:20][cH:21][cH:22][cH:23][c:24]21. Reactants: CC(C)(C)OC(=O)N1CCc2c(cccc2C(=N)N2CCOCC2)C1, ClCCl, O=C(O)C(F)(F)F. Product: N=C(c1cccc2c1CCNC2)N1CCOCC1. As a reaction SMILES: [C:1]([O:2][C:3](=[O:4])[N:8]1[CH2:9][c:10]2[cH:11][cH:12][cH:13][c:14]([C:18]([N:19]3[CH2:20][CH2:21][O:22][CH2:23][CH2:24]3)=[NH:25])[c:15]2[CH2:16][CH2:17]1)([CH3:5])([CH3:6])[CH3:7].[Cl:33][CH2:34][Cl:35].[OH:26][C:27]([C:28]([F:29])([F:30])[F:31])=[O:32]>>[NH:8]1[CH2:9][c:10]2[cH:11][cH:12][cH:13][c:14]([C:18]([N:19]3[CH2:20][CH2:21][O:22][CH2:23][CH2:24]3)=[NH:25])[c:15]2[CH2:16][CH2:17]1. Reactants: COC(C(O)C1=CC=C(C=C1)OCC1=CC(=C(C=C1)Cl)Cl)=O ([4-(3,4-Dichlorobenzyloxy)phenyl]-hydroxy-acetic acid methyl ester). The reagents and catalysts are [O-2].[Mn+4].[O-2] (manganese (IV) oxide). Run in ClCCl (dichloromethane), ClCCl (dichloromethane). Run at time 12 hour. The product is COC(C(=O)C1=CC=C(C=C1)OCC1=CC(=C(C=C1)Cl)Cl)=O ([4-(3,4-Dichlorobenzyloxy)phenyl]-oxo-acetic acid methyl ester). As a reaction SMILES: [CH3:1][O:2][C:3](=[O:22])[CH:4]([C:6]1[CH:11]=[CH:10][C:9]([O:12][CH2:13][C:14]2[CH:19]=[CH:18][C:17]([Cl:20])=[C:16]([Cl:21])[CH:15]=2)=[CH:8][CH:7]=1)[OH:5]>ClCCl.[O-2].[Mn+4].[O-2]>[CH3:1][O:2][C:3](=[O:22])[C:4]([C:6]1[CH:7]=[CH:8][C:9]([O:12][CH2:13][C:14]2[CH:19]=[CH:18][C:17]([Cl:20])=[C:16]([Cl:21])[CH:15]=2)=[CH:10][CH:11]=1)=[O:5] |f:2.3.4|. Procedure: [4-(3,4-Dichlorobenzyloxy)phenyl]-hydroxy-acetic acid methyl ester (85.25 g) was dissolved in dry dichloromethane (500 mL). To the resulting solution, activated manganese (IV) oxide (<5 μm, 175 g) was added. The mixture was stirred vigorously for about 12 hours (until TLC showed no presence of unreacted starting material). The reaction mixture (slurry) was diluted with dichloromethane (500 mL) and was passed through a pad of celite. The filtrate was concentrated to yield the title compound. Prot... Reactants: C(CCC)OCCOC1=CC=C(C=C1)C=1C=CC2=C(C=C(CCN2CCCOC)C(=O)OC)C1 (methyl 7-[4-(2-butoxyethoxy)phenyl]-1-(3-methoxypropyl)-2,3-dihydro-1H-1-benzazepine-4-carboxylate), [OH-].[Na+] (sodium hydroxide). Run in C1CCOC1.CO (THF methanol). Reaction conditions: temperature 50 celsius, time 15 hour. Yields the product C(CCC)OCCOC1=CC=C(C=C1)C=1C=CC2=C(C=C(CCN2CCCOC)C(=O)O)C1 (7-[4-(2-butoxyethoxy)phenyl]-1-(3-methoxypropyl)-2,3-dihydro-1H-1-benzazepine-4-carboxylic acid). The yield is 80.5%. RXN SMILES: [CH2:1]([O:5][CH2:6][CH2:7][O:8][C:9]1[CH:14]=[CH:13][C:12]([C:15]2[CH:16]=[CH:17][C:18]3[N:24]([CH2:25][CH2:26][CH2:27][O:28][CH3:29])[CH2:23][CH2:22][C:21]([C:30]([O:32]C)=[O:31])=[CH:20][C:19]=3[CH:34]=2)=[CH:11][CH:10]=1)[CH2:2][CH2:3][CH3:4].[OH-].[Na+]>C1COCC1.CO>[CH2:1]([O:5][CH2:6][CH2:7][O:8][C:9]1[CH:14]=[CH:13][C:12]([C:15]2[CH:16]=[CH:17][C:18]3[N:24]([CH2:25][CH2:26][CH2:27][O:28][CH3:29])[CH2:23][CH2:22][C:21]([C:30]([OH:32])=[O:31])=[CH:20][C:19]=3[CH:34]=2)=[CH:11][CH:10]=1)[CH2:2][CH2:3][CH3:4] |f:1.2,3.4|. Procedure details: To a solution of methyl 7-[4-(2-butoxyethoxy)phenyl]-1-(3-methoxypropyl)-2,3-dihydro-1H-1-benzazepine-4-carboxylate (362.3 mg) in a mixture of THF-methanol (5-10 ml) was added 1N sodium hydroxide solution (2.8 ml) at room temperature, and the mixture was stirred at 50° C. for 15 hours. After concentration under reduced pressure, 1N hydrochloric acid was added to pH 3-4, and the mixture was extracted with ethyl acetate. The organic layer was washed with saturated brine and dried with magnesium su... Starting materials: C1(\C(\C)=C/C(=O)O1)=O (citraconic anhydride), C1(\C(\C)=C/C(=O)O1)=O (citraconic anhydride), dimethylenecyclobutane, C=C1C(CC1)=C (1,2-dimethylenecyclobutane). Solvent: ClCCl (dichloromethane). Reaction conditions: time 53 day. The product is CC12CC=3CCC3CC1C(=O)OC2=O (3-Methylbicyclo[4.2.0]oct-1(6)-ene-3,4,-Dicarboxylic Anhydride). RXN SMILES: [C:1]1(=[O:8])[O:7][C:5](=[O:6])[CH:4]=[C:2]1[CH3:3].[CH2:9]=[C:10]1[CH2:13][CH2:12][C:11]1=[CH2:14]>ClCCl>[CH3:3][C:2]12[C:1](=[O:8])[O:7][C:5](=[O:6])[CH:4]1[CH2:14][C:11]1[CH2:12][CH2:13][C:10]=1[CH2:9]2. Reported procedure: Into a 500-mL, single-neck round bottom glass flask containing a magnetic stirring bar was weighed 96.62 grams (0.862 moles) of citraconic anhydride. The flask was then fitted with a three-neck adapter to which was attached a thermometer, a condenser and a 250-mL addition funnel. To the funnel was added 86.0 grams of a distilled dimethylenecyclobutane (DMCB) cut containing 90.2% (by GC) 1,2-isomer (77.6 grams, or 0.968 moles, of 1,2-dimethylenecyclobutane). The flask was purged with dry nitrogen... Reactants: C(C1=CC=CC=C1)Br (benzyl bromide), C([O-])([O-])=O.[K+].[K+] (potassium carbonate), Cl.N12C[C@@H](C(CC1)CC2)NC(=O)C=2OC1=C(C2)C=CC=C1C1=C(C=CC=C1)OC (N-[(3R)-1-azabicyclo[2.2.2]oct-3-yl]-7-(2-methoxyphenyl)-1-benzofuran-2-carboxamide hydrochloride). The solvent is CN(C)C=O (DMF). Run at time 20 hour. The product is [Br-].C(C1=CC=CC=C1)[N+]12C[C@@H](C(CC1)CC2)NC(=O)C=2OC1=C(C2)C=CC=C1C1=C(C=CC=C1)OC ((3R)-1-Benzyl-3-({[7-(2-methoxyphenyl)-1-benzofuran-2-yl]carbonyl}amino)-1-azoniabicyclo[2.2.2]octane bromide). As a reaction SMILES: [CH2:1]([Br:8])[C:2]1[CH:7]=[CH:6][CH:5]=[CH:4][CH:3]=1.C(=O)([O-])[O-].[K+].[K+].Cl.[N:16]12[CH2:23][CH2:22][CH:19]([CH2:20][CH2:21]1)[C@@H:18]([NH:24][C:25]([C:27]1[O:28][C:29]3[C:35]([C:36]4[CH:41]=[CH:40][CH:39]=[CH:38][C:37]=4[O:42][CH3:43])=[CH:34][CH:33]=[CH:32][C:30]=3[CH:31]=1)=[O:26])[CH2:17]2>CN(C=O)C>[Br-:8].[CH2:1]([N+:16]12[CH2:21][CH2:20][CH:19]([CH2:22][CH2:23]1)[C@@H:18]([NH:24][C:25]([C:27]1[O:28][C:29]3[C:35]([C:36]4[CH:41]=[CH:40][CH:39]=[CH:38][C:37]=4[O:42][CH3:43])=[CH:34][CH:33]=[CH:32][C:30]=3[CH:31]=1)=[O:26])[CH2:17]2)[C:2]1[CH:7]=[CH:6][CH:5]=[CH:4][CH:3]=1 |f:1.2.3,4.5,7.8|. Procedure details: 288 μl (2.42 mmol) of benzyl bromide and 502 mg (3.63 mmol) of potassium carbonate are added to a solution of 500 mg (1.21 mmol) of N-[(3R)-1-azabicyclo[2.2.2]oct-3-yl]-7-(2-methoxyphenyl)-1-benzofuran-2-carboxamide hydrochloride (Example 102) in 12.5 ml of DMF. After 20 h at 50° C., the reaction mixture is purified by preparative HPLC. The product fractions are concentrated and, after addition of 50% strength hydrobromic acid, again concentrated and dried under high vacuum. Recrystallization fr...